Dataset: the Open Reaction Database (ORD), a public repository of structured organic reaction records. Task: describe an organic reaction: reactants, conditions, products, and yield Reaction SMILES: C(O[C:4](=[O:22])[CH2:5][N:6]1[CH2:10][C@H:9]([O:11][CH3:12])[C@@H:8]([NH:13][C:14]([C:16]2[S:17][C:18]([Cl:21])=[CH:19][CH:20]=2)=[O:15])[CH2:7]1)C.[C:23]([O:27][C:28]([C:30]1[CH2:35][CH2:34][C:33]2[S:36][C:37]([NH2:39])=[N:38][C:32]=2[N:31]=1)=[O:29])([CH3:26])([CH3:25])[CH3:24]>>[C:23]([O:27][C:28]([C:30]1[CH2:35][CH2:34][C:33]2[S:36][C:37]([NH:39][C:4](=[O:22])[CH2:5][N:6]3[CH2:10][C@H:9]([O:11][CH3:12])[C@@H:8]([NH:13][C:14]([C:16]4[S:17][C:18]([Cl:21])=[CH:19][CH:20]=4)=[O:15])[CH2:7]3)=[N:38][C:32]=2[N:31]=1)=[O:29])([CH3:26])([CH3:24])[CH3:25]. The reactants are C(C)OC(CN1C[C@@H]([C@H](C1)OC)NC(=O)C=1SC(=CC1)Cl)=O ({(3S,4S)-3-[(5-chloro-thiophene-2-carbonyl)-amino]-4-methoxy-pyrrolidin-1-yl}-acetic acid ethyl ester), C(C)(C)(C)OC(=O)C1=NC2=C(CC1)SC(=N2)N (2-amino-6,7-dihydro-thiazolo[5,4]pyridine-5-carboxylic acid tert-butyl ester). The product is C(C)(C)(C)OC(=O)C1=NC2=C(CC1)SC(=N2)NC(CN2C[C@@H]([C@H](C2)OC)NC(=O)C=2SC(=CC2)Cl)=O (2-(2-{(3S,4S)-3-[(5-chloro-thiophene-2-carbonyl)-amino]-4-methoxy-pyrrolidin-1-yl}-acetylamino)-6,7-dihydro-thiazolo[5,4-]pyridine-5-carboxylic acid tert-butyl ester). Reported procedure: 94.1 In analogy to example 25.3 {(3S,4S)-3-[(5-chloro-thiophene-2-carbonyl)-amino]-4-methoxy-pyrrolidin-1-yl}-acetic acid ethyl ester (example 25.2) was reacted with 2-amino-6,7-dihydro-thiazolo[5,4]pyridine-5-carboxylic acid tert-butyl ester (CAS 365996-05-0) to give 2-(2-{(3S,4S)-3-[(5-chloro-thiophene-2-carbonyl)-amino]-4-methoxy-pyrrolidin-1-yl}-acetylamino)-6,7-dihydro-thiazolo[5,4-]pyridine-5-carboxylic acid tert-butyl ester as off-white solid. MS 556.3 ([M+H]+) The reactants are products, N1C(=CC2=CC=C3C(=C12)CCCO3)C(=O)OC (methyl 7,8-dihydro-9H-pyrano[2,3-g]indole-2-carboxylate), C(C)(C)OC(C)C (isopropyl ether), methyl 6,7-dihydro-5H-pyrano[3,2-ƒ]indole-2carboxylate, C(C)(C)OC(C)C.CCCCCCC (isopropyl ether heptane), O1C(C=CC2=C1C=1C=CNC1CC2)C(=O)OC (methyl 5,6-dihydro-7H-pyrano[2,3-e]indole-2-carboxylate). Reported procedure: Chroman To a stirred solution of 4-hydroxychroman (10.14 g, 67.5 mmol) in acetic acid (150 mL) under Ar was added acetic anhydride (12.7 mL, 135 mmol) and the mixture was heated at reflux for 3 h, then allowed to cool to ambient temperature. Palladium on carbon (10 wt %; 1.8 g, 2.5 mol %) was added and the mixture was shaken in a Parr hydrogenator under a 42 psi atmosphere of hydrogen overnight. The reaction mixture was filtered, the solvent was removed in vacuo and the residue was taken-up in e... As a reaction SMILES: [NH:1]1[C:9]2[C:4](=[CH:5][CH:6]=[C:7]3[O:13][CH2:12][CH2:11][CH2:10][C:8]3=2)[CH:3]=[C:2]1[C:14]([O:16]C)=[O:15].[O:18]1[C:23]2[C:24]3[CH:25]=[CH:26][NH:27][C:28]=3[CH2:29][CH2:30][C:22]=2[CH:21]=[CH:20][CH:19]1[C:31]([O:33]C)=[O:32].C(OC(C)C)(C)C.C(OC(C)C)(C)C.CCCCCCC>>[NH:1]1[C:9]2[C:4](=[CH:5][CH:6]=[C:7]3[O:13][CH2:12][CH2:11][CH2:10][C:8]3=2)[CH:3]=[C:2]1[C:14]([OH:16])=[O:15].[NH:1]1[C:9]2[C:4](=[CH:5][CH:6]=[C:7]3[O:13][CH2:12][CH2:11][CH2:10][C:8]3=2)[CH:3]=[C:2]1[C:14]([OH:16])=[O:15].[O:18]1[C:23]2[C:24]3[CH:25]=[CH:26][NH:27][C:28]=3[CH2:29][CH2:30][C:22]=2[CH:21]=[CH:20][CH:19]1[C:31]([OH:33])=[O:32].[O:18]1[C:23]2[C:24]3[CH:25]=[CH:26][NH:27][C:28]=3[CH2:29][CH2:30][C:22]=2[CH:21]=[CH:20][CH:19]1[C:31]([OH:33])=[O:32] |f:3.4,6.7|. The yield is 20.0%. Product: N1C(=CC2=CC=C3C(=C12)CCCO3)C(=O)O (7,8-Dihydro-9H-pyrano[2,3-g]indole-2-carboxylic acid), N1C(=CC2=CC=C3C(=C12)CCCO3)C(=O)O.O3C(C=CC1=C3C=3C=CNC3CC1)C(=O)O (5,6-dihydro-7H-pyrano[2,3-e]indole-2-carboxylic acid 7,8-Dihydro-9H-pyrano[2,3-g]indole-2-carboxylic acid), O1C(C=CC2=C1C=1C=CNC1CC2)C(=O)O (5,6-dihydro-7H-pyrano[2,3-e]indole-2-carboxylic acid), products. Reactants: CON=C(C)[C@H]1[C@@H](C1)C1=C(SC(=C1Cl)Cl)Cl (trans 1-[2-(2,4,5-trichloro-thiophen-3-yl)cyclopropyl]-ethanone O-methyl-oxime), C(#N)[BH3-].[Na+] (sodium cyanoborohydride). The solvent is C(C)(=O)O (acetic acid). Conditions: time 50 hour. Yields the product CONC(C)[C@H]1[C@@H](C1)C1=C(SC(=C1Cl)Cl)Cl (trans O-methyl-N-{1-[2-(2,4,5-trichloro-thiophen-3-yl)-cyclopropyl]-ethyl}-hydroxylamine). Yield: 62.3%. Reaction SMILES: [CH3:1][O:2][N:3]=[C:4]([C@@H:6]1[CH2:8][C@H:7]1[C:9]1[C:13]([Cl:14])=[C:12]([Cl:15])[S:11][C:10]=1[Cl:16])[CH3:5].C([BH3-])#N.[Na+]>C(O)(=O)C>[CH3:1][O:2][NH:3][CH:4]([C@@H:6]1[CH2:8][C@H:7]1[C:9]1[C:13]([Cl:14])=[C:12]([Cl:15])[S:11][C:10]=1[Cl:16])[CH3:5] |f:1.2|. Reported procedure: To a stirred solution of trans 1-[2-(2,4,5-trichloro-thiophen-3-yl)cyclopropyl]-ethanone O-methyl-oxime (2.85 g; 9.5 mmol) prepared as described in example P24, in acetic acid (20 ml) at ambient temperature was added portionwise sodium cyanoborohydride (1.80 g; 29 mmol). The reaction mixture was stirred for 50 hours at ambient temperature then poured on sodium hydroxide solution (0.5M; 150 ml) and extracted with dichloromethane (3×50 ml). Combined organic layers were washed with sodium hydroxide... The reactants are CCCCCNCCCCC, CCCCNCCCC, Cc1cccn2cc(-c3ccc(OCCCCl)cc3)nc12. Product: CCCCCN(CCCCC)CCCOc1ccc(-c2cn3cccc(C)c3n2)cc1. As a reaction SMILES: [CH2:22]([CH2:23][CH2:24][CH2:25][CH3:26])[NH:27][CH2:28][CH2:29][CH2:30][CH2:31][CH3:32].[CH2:33]([NH:34][CH2:35][CH2:36][CH2:37][CH3:38])[CH2:39][CH2:40][CH3:41].[Cl:1][CH2:2][CH2:3][CH2:4][O:5][c:6]1[cH:7][cH:8][c:9](-[c:12]2[n:13][c:14]3[n:15]([cH:16][cH:17][cH:18][c:19]3[CH3:20])[cH:21]2)[cH:10][cH:11]1>>[CH2:2]([CH2:3][CH2:4][O:5][c:6]1[cH:7][cH:8][c:9](-[c:12]2[n:13][c:14]3[n:15]([cH:16][cH:17][cH:18][c:19]3[CH3:20])[cH:21]2)[cH:10][cH:11]1)[N:27]([CH2:22][CH2:23][CH2:24][CH2:25][CH3:26])[CH2:28][CH2:29][CH2:30][CH2:31][CH3:32]. Starting materials: C1CCOC1, CC(=O)O, CC(C)=CC=O, c1cncc(-c2c[nH]cn2)c1. Yields the product CC(C)(CC=O)n1cnc(-c2cccnc2)c1. RXN SMILES: [CH2:22]1[O:23][CH2:24][CH2:25][CH2:26]1.[CH3:12][C:13](=[O:14])[OH:15].[CH3:16][C:17](=[CH:18][CH:19]=[O:20])[CH3:21].[n:1]1[cH:2][c:3](-[c:7]2[n:8][cH:9][nH:10][cH:11]2)[cH:4][cH:5][cH:6]1>>[n:1]1[cH:2][c:3](-[c:7]2[n:8][cH:9][n:10]([C:17]([CH3:16])([CH2:18][CH:19]=[O:20])[CH3:21])[cH:11]2)[cH:4][cH:5][cH:6]1. Reactants: CCO, O=CCCc1ccc(C(F)(F)F)cc1, CC(C)c1nc(I)cn1CCN. The product is CC(C)c1nc(I)c2n1CCNC2CCc1ccc(C(F)(F)F)cc1. As a reaction SMILES: [CH3:27][CH2:28][OH:29].[F:13][C:14]([c:15]1[cH:16][cH:17][c:18]([CH2:21][CH2:22][CH:23]=[O:24])[cH:19][cH:20]1)([F:25])[F:26].[I:1][c:2]1[n:3][c:4]([CH:10]([CH3:11])[CH3:12])[n:5]([CH2:7][CH2:8][NH2:9])[cH:6]1>>[I:1][c:2]1[n:3][c:4]([CH:10]([CH3:11])[CH3:12])[n:5]2[c:6]1[CH:23]([CH2:22][CH2:21][c:18]1[cH:17][cH:16][c:15]([C:14]([F:13])([F:25])[F:26])[cH:20][cH:19]1)[NH:9][CH2:8][CH2:7]2.